Dataset: the Open Reaction Database (ORD), a public repository of structured organic reaction records. Task: describe an organic reaction: reactants, conditions, products, and yield Starting materials: [BH-](OC(=O)C)(OC(=O)C)OC(=O)C.[Na+] (NaBH(OAc)3), Cl.C(CC#C)N (but-3-yn-1-amine hydrochloride), C(=O)([O-])[O-].[K+].[K+] (K2CO3), O=C1CCN(CC1)C(=O)OC(C)(C)C (tert-butyl 4-oxopiperidine-1-carboxylate). The solvent is CO (MeOH). Conditions: time 5 hour. The product is C(CC#C)NC1CCN(CC1)C(=O)OC(C)(C)C (tert-butyl 4-(but-3-ynylamino)piperidine-1-carboxylate). Reaction SMILES: Cl.[CH2:2]([NH2:6])[CH2:3][C:4]#[CH:5].C([O-])([O-])=O.[K+].[K+].O=[C:14]1[CH2:19][CH2:18][N:17]([C:20]([O:22][C:23]([CH3:26])([CH3:25])[CH3:24])=[O:21])[CH2:16][CH2:15]1.[BH-](OC(C)=O)(OC(C)=O)OC(C)=O.[Na+]>CO>[CH2:2]([NH:6][CH:14]1[CH2:19][CH2:18][N:17]([C:20]([O:22][C:23]([CH3:26])([CH3:25])[CH3:24])=[O:21])[CH2:16][CH2:15]1)[CH2:3][C:4]#[CH:5] |f:0.1,2.3.4,6.7|. Procedure: A mixture of but-3-yn-1-amine hydrochloride (26.4 g, 0.25 mol), K2CO3 (17.4 g, 0.13 mol), and tert-butyl 4-oxopiperidine-1-carboxylate (41.8 g, 0.21 mol) in MeOH (500 mL) was stirred at rt for 5 hrs. Then, NaBH(OAc)3 (133.6 g, 0.63 mol) was added and the suspension was stirred at rt for 17 hrs. The crude reaction mixture was used directly in the next step. ESI-MS (EI+, m/z): 253.2 [M+H]+. Reactants: C(=O)([O-])[O-].[K+].[K+] (K2CO3), C(C)C(CNCC1=CC=C(S1)B(O)O)CC ((5-{[(2-ethylbutyl)amino]methyl}-2-thienyl)boronic acid), BrC=1C=C2C(=CNC2=C(C1)C(=O)N)C1CCN(CC1)S(=O)(=O)CC (5-bromo-3-[1-(ethylsulfonyl)-4-piperidinyl]-1H-indole-7-carboxamide). Reagents/catalysts: C=1C=CC(=CC1)[P](C=2C=CC=CC2)(C=3C=CC=CC3)[Pd]([P](C=4C=CC=CC4)(C=5C=CC=CC5)C=6C=CC=CC6)([P](C=7C=CC=CC7)(C=8C=CC=CC8)C=9C=CC=CC9)[P](C=1C=CC=CC1)(C=1C=CC=CC1)C=1C=CC=CC1 (tetrakis(triphenylphosphine)palladium(0)). Solvent: O (H2O), O1CCOCC1 (dioxane). Run at temperature 150 celsius, time 8 minute. Product: C(C)C(CNCC1=CC=C(S1)C=1C=C2C(=CNC2=C(C1)C(=O)N)C1CCN(CC1)S(=O)(=O)CC)CC (5-(5-{[(2-ethylbutyl)amino]methyl}-2-thienyl)-3-[1-(ethylsulfonyl)-4-piperidinyl]-1H-indole-7-carboxamide). As a reaction SMILES: [CH2:1]([CH:3]([CH2:15][CH3:16])[CH2:4][NH:5][CH2:6][C:7]1[S:11][C:10](B(O)O)=[CH:9][CH:8]=1)[CH3:2].Br[C:18]1[CH:19]=[C:20]2[C:24](=[C:25]([C:27]([NH2:29])=[O:28])[CH:26]=1)[NH:23][CH:22]=[C:21]2[CH:30]1[CH2:35][CH2:34][N:33]([S:36]([CH2:39][CH3:40])(=[O:38])=[O:37])[CH2:32][CH2:31]1.C([O-])([O-])=O.[K+].[K+]>O1CCOCC1.O.C1C=CC([P]([Pd]([P](C2C=CC=CC=2)(C2C=CC=CC=2)C2C=CC=CC=2)([P](C2C=CC=CC=2)(C2C=CC=CC=2)C2C=CC=CC=2)[P](C2C=CC=CC=2)(C2C=CC=CC=2)C2C=CC=CC=2)(C2C=CC=CC=2)C2C=CC=CC=2)=CC=1>[CH2:1]([CH:3]([CH2:15][CH3:16])[CH2:4][NH:5][CH2:6][C:7]1[S:11][C:10]([C:18]2[CH:19]=[C:20]3[C:24](=[C:25]([C:27]([NH2:29])=[O:28])[CH:26]=2)[NH:23][CH:22]=[C:21]3[CH:30]2[CH2:31][CH2:32][N:33]([S:36]([CH2:39][CH3:40])(=[O:37])=[O:38])[CH2:34][CH2:35]2)=[CH:9][CH:8]=1)[CH3:2] |f:2.3.4,^1:57,59,78,97|. Procedure: To a CEM microwave tube containing the crude (5-{[(2-ethylbutyl)amino]methyl}-2-thienyl)boronic acid (48 mg, 0.199 mmol) was added a solution of 5-bromo-3-[1-(ethylsulfonyl)-4-piperidinyl]-1H-indole-7-carboxamide (65 mg, 0.157 mmol) in dioxane (1.75 mL), a solution of K2CO3 (130 mg, 0.942 mmol) in H2O (0.25 mL), and tetrakis(triphenylphosphine)palladium(0) (9 mg, 0.0079 mmol). The reaction was heated in a CEM microwave for 30 min at 150° C. The reaction mixture was filtered through a 2 g SCX car... Reactants: CC(C)CP(CCCN)CC(C)C, CCO, O=Cc1ccccc1. The product is CC(C)CP(CCCN=Cc1ccccc1)CC(C)C. RXN SMILES: [CH2:1]([CH:2]([CH3:3])[CH3:4])[P:5]([CH2:6][CH2:7][CH2:8][NH2:9])[CH2:10][CH:11]([CH3:12])[CH3:13].[CH3:22][CH2:23][OH:24].[CH:14](=[O:15])[c:16]1[cH:17][cH:18][cH:19][cH:20][cH:21]1>>[CH2:1]([CH:2]([CH3:3])[CH3:4])[P:5]([CH2:6][CH2:7][CH2:8][N:9]=[CH:14][c:16]1[cH:17][cH:18][cH:19][cH:20][cH:21]1)[CH2:10][CH:11]([CH3:12])[CH3:13]. The reactants are O (H2O), CS(=O)(=O)C1=CC=C(C=N1)O (6-methylsulfonylpyridin-3-ol), II (I2), C(=O)(O)[O-].[Na+] (NaHCO3), O (Water). Solvent: C1CCOC1 (THF). Yields the product IC1=C(C=NC(=C1)S(=O)(=O)C)O (4-iodo-6-methylsulfonylpyridin-3-ol), IC1=NC(=CC=C1O)S(=O)(=O)C (2-iodo-6-methylsulfonylpyridin-3-ol). Reaction SMILES: [CH3:1][S:2]([C:5]1[N:10]=[CH:9][C:8]([OH:11])=[CH:7][CH:6]=1)(=[O:4])=[O:3].[I:12]I.C([O-])(O)=O.[Na+].O>C1COCC1>[I:12][C:7]1[CH:6]=[C:5]([S:2]([CH3:1])(=[O:4])=[O:3])[N:10]=[CH:9][C:8]=1[OH:11].[I:12][C:9]1[C:8]([OH:11])=[CH:7][CH:6]=[C:5]([S:2]([CH3:1])(=[O:4])=[O:3])[N:10]=1 |f:2.3|. Reported procedure: A mixture of the title compound from Step 1 (3.0 g, 17.34 mmol), I2 (6.6 g, 26.01 mmol), NaHCO3 (2.2 g, 26.20 mmol) and KI (0.72 g, 4.34 mmol) in THF (30 mL) and H2O (30 mL) was stirred at 60° C. for 18 hrs. Water (100 mL) was added and the mixture was extracted with EtOAc (100 mL×3). The combined organic layers were washed with brine (100 mL), dried over Na2SO4, filtered and concentrated under reduced pressure. The residue was purified by preparative HPLC to give 4-iodo-6-methylsulfonylpyridin-... Reactants: CC12CCC3C(CCC4C(C(=O)c5ccccc5)C(=O)CCC43C)C1CCC2O, ClCCl, O=[Cr](=O)([O-])Cl, c1cc[nH+]cc1. Product: CC12CCC3C(CCC4C(C(=O)c5ccccc5)C(=O)CCC43C)C1CCC2=O. Reaction SMILES: [C:1]([c:2]1[cH:3][cH:4][cH:5][cH:6][cH:7]1)(=[O:8])[CH:9]1[CH:10]2[CH2:11][CH2:12][CH:13]3[CH:14]4[CH2:15][CH2:16][CH:17]([OH:29])[C:18]4([CH3:19])[CH2:20][CH2:21][CH:22]3[C:23]2([CH3:28])[CH2:24][CH2:25][C:26]1=[O:27].[Cl:41][CH2:42][Cl:43].[O:30]=[Cr:31]([Cl:32])([O-:33])=[O:34].[nH+:35]1[cH:36][cH:37][cH:38][cH:39][cH:40]1>>[C:1]([c:2]1[cH:3][cH:4][cH:5][cH:6][cH:7]1)(=[O:8])[CH:9]1[CH:10]2[CH2:11][CH2:12][CH:13]3[CH:14]4[CH2:15][CH2:16][C:17](=[O:29])[C:18]4([CH3:19])[CH2:20][CH2:21][CH:22]3[C:23]2([CH3:28])[CH2:24][CH2:25][C:26]1=[O:27]. Starting materials: CCc1nc2c(C)cc(C)nc2n1Cc1ccc2c(c1)COc1ccccc1C2=C(C)C#N, CC(C#N)=C1c2ccc(CO)cc2COc2ccccc21. The product is CCc1nc2c(C)cc(C)nc2[nH]1. RXN SMILES: [CH2:1]([CH3:2])[c:3]1[n:4][c:5]2[c:6]([n:7][c:8]([CH3:12])[cH:9][c:10]2[CH3:11])[n:13]1[CH2:14][c:15]1[cH:16][cH:17][c:18]2[c:32]([cH:33]1)[CH2:31][O:30][c:29]1[c:24]([cH:25][cH:26][cH:27][cH:28]1)[C:19]2=[C:20]([CH3:21])[C:22]#[N:23].[OH:34][CH2:35][c:36]1[cH:37][cH:38][c:39]2[c:53]([cH:54]1)[CH2:52][O:51][c:50]1[c:45]([cH:46][cH:47][cH:48][cH:49]1)[C:40]2=[C:41]([CH3:42])[C:43]#[N:44]>>[CH2:1]([CH3:2])[c:3]1[n:4][c:5]2[c:6]([n:7][c:8]([CH3:12])[cH:9][c:10]2[CH3:11])[nH:13]1. The reactants are FC=1C=CC2=C(NC(=N2)[C@H](C)NC(OC(C)(C)C)=O)C1 ((S)-tert-butyl 1-(6-fluoro-1H-benzo[d]imidazol-2-yl)ethylcarbamate), FC1=NC=CC=C1 (2-fluoropyridine), C([O-])([O-])=O.[Cs+].[Cs+] (cesium carbonate), FC=1C=CC2=C(N(C(=N2)C(C)N)C2=NC=CC=C2)C1 (1-(6-fluoro-1-(pyridin-2-yl)-1H-benzo[d]imidazol-2-yl)ethanamine). Run in CN(C(C)=O)C (N,N-Dimethylacetamide), CCOC(=O)C (EtOAc). Run at temperature 150 celsius, time 14 minute. The product is FC1=CC2=C(N(C(=N2)C(C)N)C2=NC=CC=C2)C=C1 (1-(5-fluoro-1-(pyridin-2-yl)-1H-benzo[d]imidazol-2-yl)ethanamine). The yield is 31.6%. RXN SMILES: [F:1][C:2]1[CH:3]=[CH:4][C:5]2[N:9]=[C:8]([C@@H:10]([NH:12]C(=O)OC(C)(C)C)[CH3:11])[NH:7][C:6]=2[CH:20]=1.F[C:22]1[CH:27]=[CH:26][CH:25]=[CH:24][N:23]=1.C(=O)([O-])[O-].[Cs+].[Cs+].FC1C=CC2N=C(C(N)C)N(C3C=CC=CN=3)C=2C=1>CCOC(C)=O.CN(C)C(=O)C>[F:1][C:2]1[CH:3]=[CH:4][C:5]2[N:9]([C:22]3[CH:27]=[CH:26][CH:25]=[CH:24][N:23]=3)[C:8]([CH:10]([NH2:12])[CH3:11])=[N:7][C:6]=2[CH:20]=1 |f:2.3.4|. Reported procedure: To a microwave vial was added (S)-tert-butyl 1-(6-fluoro-1H-benzo[d]imidazol-2-yl)ethylcarbamate (Prepared in Example 16, 0.5126 g, 1.835 mmol), N,N-Dimethylacetamide (4.08 mL), 2-fluoropyridine (0.189 mL, 2.202 mmol), and cesium carbonate (1.196 g, 3.67 mmol). The mixture was heated for 40 min in the microwave reactor (Temperature: 150° C. Pressure: 92˜94 psi, Power: 8˜10 W). At this time, the mixture was poured into EtOAc (100 mL), filtered and then concentrated on the high vacuum to remove mo...